The task is: describe an organic reaction: reactants, conditions, products, and yield. This data is from the Open Reaction Database (ORD), a public repository of structured organic reaction records. The reactants are N1CCC(CC1)COC1=NOC2=C1C(=CC=C2)O[C@H]2CC[C@H](CC2)O (cis-4-{[3-(Piperidin-4-ylmethoxy)-1,2-benzisoxazol-4-yl]oxy}cyclohexanol), C(=O)C1(CCCC1)C(=O)OC (methyl 1-formylcyclopentanecarboxylate), C(=O)C1(CCC1)C(=O)OC (methyl 1-formylcyclobutanecarboxylate). The product is O[C@H]1CC[C@H](CC1)OC1=CC=CC2=C1C(=NO2)OCC2CCN(CC2)CC2(CCCC2)C(=O)OC (Methyl 1-({4-[({4-[(cis-4-hydroxycyclohexyl)oxy]-1,2-benzisoxazol-3-yl}oxy)methyl]piperidin-1-yl}-methyl)cyclopentanecarboxylate). Reaction SMILES: [NH:1]1[CH2:6][CH2:5][CH:4]([CH2:7][O:8][C:9]2[C:13]3[C:14]([O:18][C@@H:19]4[CH2:24][CH2:23][C@H:22]([OH:25])[CH2:21][CH2:20]4)=[CH:15][CH:16]=[CH:17][C:12]=3[O:11][N:10]=2)[CH2:3][CH2:2]1.[CH:26]([C:28]1([C:33]([O:35][CH3:36])=[O:34])[CH2:32][CH2:31][CH2:30][CH2:29]1)=O.C(C1(C(OC)=O)CCC1)=O>>[OH:25][C@@H:22]1[CH2:23][CH2:24][C@H:19]([O:18][C:14]2[C:13]3[C:9]([O:8][CH2:7][CH:4]4[CH2:5][CH2:6][N:1]([CH2:26][C:28]5([C:33]([O:35][CH3:36])=[O:34])[CH2:32][CH2:31][CH2:30][CH2:29]5)[CH2:2][CH2:3]4)=[N:10][O:11][C:12]=3[CH:17]=[CH:16][CH:15]=2)[CH2:20][CH2:21]1. Procedure details: The title compound was prepared according to the procedure described in Step 3 of EXAMPLE 2 using cis-4-{[3-(piperidin-4-ylmethoxy)-1,2-benzisoxazol-4-yl]oxy}cyclohexanol (EXAMPLE 43, Step 2) and methyl 1-formylcyclopentanecarboxylate (Synthesis 1997, 32-34) instead of 3-(piperidin-4-ylmethoxy)-4-(2,2,2-trifluoroethoxy)-1,2-benzisoxazole and methyl 1-formylcyclobutanecarboxylate. Reactants: CCOC(=O)N1CCN(C(=O)C(CCC(=O)OC(C)(C)C)NC(=O)c2cc(OCC(=O)N3CC(F)(F)CC3C(=O)O)n(-c3ccccc3)n2)CC1, ClCCl, O=C(O)C(F)(F)F. Product: CCOC(=O)N1CCN(C(=O)C(CCC(=O)O)NC(=O)c2cc(OCC(=O)N3CC(F)(F)CC3C(=O)O)n(-c3ccccc3)n2)CC1. RXN SMILES: [CH2:1]([CH3:2])[O:3][C:4](=[O:5])[N:6]1[CH2:7][CH2:8][N:9]([C:12]([CH:13]([CH2:14][CH2:15][C:16](=[O:17])[O:18][C:19]([CH3:20])([CH3:21])[CH3:22])[NH:23][C:24](=[O:25])[c:26]2[n:27][n:28](-[c:45]3[cH:46][cH:47][cH:48][cH:49][cH:50]3)[c:29]([O:31][CH2:32][C:33](=[O:34])[N:35]3[CH:36]([C:42](=[O:43])[OH:44])[CH2:37][C:38]([F:40])([F:41])[CH2:39]3)[cH:30]2)=[O:51])[CH2:10][CH2:11]1.[Cl:59][CH2:60][Cl:61].[F:52][C:53]([F:54])([F:55])[C:56]([OH:57])=[O:58]>>[CH2:1]([CH3:2])[O:3][C:4](=[O:5])[N:6]1[CH2:7][CH2:8][N:9]([C:12]([CH:13]([CH2:14][CH2:15][C:16](=[O:17])[OH:18])[NH:23][C:24](=[O:25])[c:26]2[n:27][n:28](-[c:45]3[cH:46][cH:47][cH:48][cH:49][cH:50]3)[c:29]([O:31][CH2:32][C:33](=[O:34])[N:35]3[CH:36]([C:42](=[O:43])[OH:44])[CH2:37][C:38]([F:40])([F:41])[CH2:39]3)[cH:30]2)=[O:51])[CH2:10][CH2:11]1.